From a dataset of the Open Reaction Database (ORD), a public repository of structured organic reaction records. describe an organic reaction: reactants, conditions, products, and yield The reactants are [H-].[Na+] (sodium hydride), COC=1C=C2CCC(C2=CC1)=O (5-methoxy-2,3-dihydro-1H-inden-1-one), C1(=CC=CC=C1)C (toluene), C(C)OP(=O)(OCC)CC(=O)OCC (ethyl 2-(diethoxyphosphoryl)acetate). Run in O (water). Conditions: temperature 100 celsius, time 8 hour. Yields the product COC=1C=C2CC/C(/C2=CC1)=C\C(=O)OCC (Ethyl 2-[(1E)-5-methoxy-2,3-dihydro-1H-inden-1-ylidene]acetate). As a reaction SMILES: [H-].[Na+].C1(C)C=CC=CC=1.C(OP([CH2:18][C:19]([O:21][CH2:22][CH3:23])=[O:20])(OCC)=O)C.[CH3:24][O:25][C:26]1[CH:27]=[C:28]2[C:32](=[CH:33][CH:34]=1)[C:31](=O)[CH2:30][CH2:29]2>O>[CH3:24][O:25][C:26]1[CH:27]=[C:28]2[C:32](=[CH:33][CH:34]=1)/[C:31](=[CH:18]/[C:19]([O:21][CH2:22][CH3:23])=[O:20])/[CH2:30][CH2:29]2 |f:0.1|. Reported procedure: Into a 250-mL 3-necked round-bottom flask purged and maintained with an inert atmosphere of nitrogen, was placed sodium hydride (1 g, 46.00 mmol, 2.50 equiv), toluene (150 mL), ethyl 2-(diethoxyphosphoryl)acetate (7 g, 31.22 mmol, 1.69 equiv). This was followed by the addition of 5-methoxy-2,3-dihydro-1H-inden-1-one (3 g, 18.50 mmol, 1.00 equiv) at 30° C. The resulting solution was stirred overnight at 100° C. in an oil bath. The resulting solution was diluted with 10 mL of water. The resulting ...